This data is from the Open Reaction Database (ORD), a public repository of structured organic reaction records. The task is: describe an organic reaction: reactants, conditions, products, and yield Procedure: 20 ml of THF are introduced into a round-bottomed flask and 2.8 ml (35 mmol) of ethylamine solution (70%) are added. A solution of 1.2 g (3.2 mmol) of 3-(3,5,5,8,8-pentamethyl-5,6,7,8-tetrahydro-2-naphthyl)phenylacryloyl chloride in 40 ml of THF is added dropwise and the mixture is stirred at room temperature for one hour. The reaction medium is acidified with hydrochloric acid and extracted with ethyl ether, and the organic phase is separated out after settling has taken place, dried over magne... The reactants are C(C)N (ethylamine), C1CCOC1 (THF), CC=1C(=CC=2C(CCC(C2C1)(C)C)(C)C)C=1C=C(C=CC1)C=CC(=O)Cl (3-(3,5,5,8,8-pentamethyl-5,6,7,8-tetrahydro-2-naphthyl)phenylacryloyl chloride), C1CCOC1 (THF), Cl (hydrochloric acid). Reaction conditions: time 1 hour. Reaction SMILES: [CH2:1]([NH2:3])[CH3:2].[CH3:4][C:5]1[C:6]([C:19]2[CH:20]=[C:21](C=CC(Cl)=O)[CH:22]=[CH:23][CH:24]=2)=[CH:7][C:8]2[C:9]([CH3:18])([CH3:17])[CH2:10][CH2:11][C:12]([CH3:16])([CH3:15])[C:13]=2[CH:14]=1.Cl.[CH2:31]1C[O:34][CH2:33][CH2:32]1>>[CH2:1]([NH:3][C:33](=[O:34])[C:32]([C:21]1[CH:22]=[CH:23][CH:24]=[C:19]([C:6]2[C:5]([CH3:4])=[CH:14][C:13]3[C:12]([CH3:16])([CH3:15])[CH2:11][CH2:10][C:9]([CH3:18])([CH3:17])[C:8]=3[CH:7]=2)[CH:20]=1)=[CH2:31])[CH3:2]. Yields the product C(C)NC(C(=C)C1=CC(=CC=C1)C1=CC=2C(CCC(C2C=C1C)(C)C)(C)C)=O (N-Ethyl-3-(3,5,5,8,8-pentamethyl-5,6,7,8-tetrahydro-2-naphthyl)phenylacrylamide). Product: CCSc1ccc(C)cc1C#N. Reaction SMILES: [CH2:11]([CH3:12])[S-:13].[CH3:16][N:17]([CH3:18])[CH:19]=[O:20].[ClH:15].[F:1][c:2]1[c:3]([C:4]#[N:5])[cH:6][c:7]([CH3:10])[cH:8][cH:9]1.[Na+:14]>>[c:2]1([S:13][CH2:11][CH3:12])[c:3]([C:4]#[N:5])[cH:6][c:7]([CH3:10])[cH:8][cH:9]1. Reactants: CC[S-], CN(C)C=O, Cl, Cc1ccc(F)c(C#N)c1, [Na+]. Conditions: time 8 hour. The product is CN1CCN(CC1)C(CC(C(=O)O)CS(=O)(=O)CC1=CC=CC=C1)=O (4-(4-methyl-piperazin-1-yl)-4-oxo-2-benzylsulfonylmethyl-butyric acid). RXN SMILES: [CH2:1](S)[C:2]1[CH:7]=[CH:6][CH:5]=[CH:4][CH:3]=1.C(S[CH2:17][CH:18]([CH2:22][C:23]([N:25]1[CH2:30][CH2:29][N:28]([CH3:31])[CH2:27][CH2:26]1)=[O:24])[C:19]([OH:21])=[O:20])C1C=CC=CC=1.O[O:33][S:34]([O-:36])=O.[K+]>CN(C=O)C.CN(C1C=CN=CC=1)C.O>[CH3:31][N:28]1[CH2:27][CH2:26][N:25]([C:23](=[O:24])[CH2:22][CH:18]([CH2:17][S:34]([CH2:1][C:2]2[CH:7]=[CH:6][CH:5]=[CH:4][CH:3]=2)(=[O:36])=[O:33])[C:19]([OH:21])=[O:20])[CH2:30][CH2:29]1 |f:2.3|. Starting materials: OOS(=O)[O-].[K+] (oxone), OOS(=O)[O-].[K+] (oxone), C(C1=CC=CC=C1)S (benzyl mercaptan), C(C1=CC=CC=C1)SCC(C(=O)O)CC(=O)N1CCN(CC1)C (2-benzylsulfanylmethyl-4-(4-methyl-piperazin-1-yl)-4-oxo-butyric acid). Reagents/catalysts: CN(C)C=1C=CN=CC1 (DMAP). Reported procedure: To a stirring mixture of itacconic anhydride 1.1209 g, 10 mmol) in 10 ml of methylene chloride at 0° C. was added drop wise methyl piperizine (1.0 g, 10 mmol). The reaction was stirred at room temperature for 1 hour and the solvent was removed under reduced pressure to give compound 2-[2-(4-methyl-piperazin-1-yl)-2-oxo-ethyl]-acrylic acid. The residue was dissolved in 10 ml of DMF, then benzyl mercaptan (1.17 g, 10.0 mmol) and DMAP (122 mg, 1 mmol) were added and heated to 50–60° C. until reacti... Solvent: O (water), CN(C)C=O (DMF). Reactants: ice water, ClC1=NC(=CC=2N1C=CN2)C2=CC(=NC=C2)Cl (5-chloro-7-(2-chloro-pyridin-4-yl)-imidazo[1,2-c]pyrimidine), C(=O)(OC(C)(C)C)N1C2CN[C@H](C1)C2 ((S)—N-Boc-2,5-Diaza-bicyclo[2.2.1]heptane), C(=O)([O-])[O-].[K+].[K+] (K2CO3), CCN(C(C)C)C(C)C (DIEA). Run in CN1CCCC1=O (NMP). Procedure: To a 100 mL RBF was added 5-chloro-7-(2-chloro-pyridin-4-yl)-imidazo[1,2-c]pyrimidine (2.0 g, 7.6 mmol), 20 mL NMP, (S)—N-Boc-2,5-Diaza-bicyclo[2.2.1]heptane (1.6 g, 8.3 mmol), K2CO3 (1.05 g, 7.6 mmol) and DIEA (1.3 mL, 7.6 mmol). The mixture was stirred at rt under nitrogen for 15 h, and all starting material was converted. The reaction mixture was added to a 100 mL ice water slowly, and a white solid was precipitated out. The precipitate was filtrated and washed with 50 mL water, and further p... Reaction SMILES: Cl[C:2]1[N:7]2[CH:8]=[CH:9][N:10]=[C:6]2[CH:5]=[C:4]([C:11]2[CH:16]=[CH:15][N:14]=[C:13]([Cl:17])[CH:12]=2)[N:3]=1.[C:18]([N:25]1[CH2:30][C@@H:29]2[CH2:31][CH:26]1[CH2:27][NH:28]2)([O:20][C:21]([CH3:24])([CH3:23])[CH3:22])=[O:19].C([O-])([O-])=O.[K+].[K+].CCN(C(C)C)C(C)C>CN1C(=O)CCC1>[C:21]([O:20][C:18]([N:25]1[CH2:30][C@@H:29]2[CH2:31][C@H:26]1[CH2:27][N:28]2[C:2]1[N:7]2[CH:8]=[CH:9][N:10]=[C:6]2[CH:5]=[C:4]([C:11]2[CH:16]=[CH:15][N:14]=[C:13]([Cl:17])[CH:12]=2)[N:3]=1)=[O:19])([CH3:24])([CH3:22])[CH3:23] |f:2.3.4|. Reaction conditions: time 15 hour. Product: C(C)(C)(C)OC(=O)N1[C@@H]2CN([C@H](C1)C2)C2=NC(=CC=1N2C=CN1)C1=CC(=NC=C1)Cl (5-[7-(2-Chloro-pyridin-4-yl)-imidazo[1,2-c]pyrimidin-5-yl]-(1S,4S)-2,5-diaza-bicyclo[2.2.1]heptane-2-carboxylic acid tert-butyl ester). Starting materials: COC(C=C)=O (acrylic acid methyl ester), NCC1COC2=CC=C(C=C2C1)F (3-aminomethyl-6-fluoro-chroman). Solvent: CO (methanol), CO (methanol). The product is FC=1C=C2CC(COC2=CC1)CNCCC(=O)OC (N-[(6-fluorochroman-3-yl)methyl]-N-(2-methoxycarbonylethyl)-amine). Isolated yield 65.0%. Reaction SMILES: [CH3:1][O:2][C:3](=[O:6])[CH:4]=[CH2:5].[NH2:7][CH2:8][CH:9]1[CH2:18][C:17]2[C:12](=[CH:13][CH:14]=[C:15]([F:19])[CH:16]=2)[O:11][CH2:10]1>CO>[F:19][C:15]1[CH:16]=[C:17]2[C:12](=[CH:13][CH:14]=1)[O:11][CH2:10][CH:9]([CH2:8][NH:7][CH2:5][CH2:4][C:3]([O:2][CH3:1])=[O:6])[CH2:18]2. Procedure details: While stirring at a temperature of from 0° to 5°, a solution of 1.42 g (16.4 mmol) of acrylic acid methyl ester in 10 ml of methanol is added dropwise within a period of 15 minutes to a solution of 3.0 g (16.5 mmol) of 3-aminomethyl-6-fluoro-chroman in 80 ml of methanol. The reaction mixture is then stirred for 16 hours at from 0° to 5° and then concentrated by evaporation in vacuo. The oily residue is chromatographed on 250 g of silica gel (0.040-0.063 mm) with ethyl acetate as eluant, yielding...